This data is from the Open Reaction Database (ORD), a public repository of structured organic reaction records. The task is: describe an organic reaction: reactants, conditions, products, and yield Reactants: Cl (HCl), CCOCC (Et2O), Cl (HCl), OC1(CCN(CC1)CCC#N)C1=CC=CC=C1 (3-(4-hydroxy-4-phenylpiperidin-1-yl)propionitrile), [OH-].[Na+] (NaOH). Run in C(Cl)Cl (CH2Cl2), C1CCOC1 (THF), C1CCOC1 (THF). The product is NCCCN1CCC(CC1)(C1=CC=CC=C1)O (1-(3-Aminopropyl)-4-hydroxy-4-phenylpiperidine). Isolated yield 82.7%. Reaction SMILES: [OH:1][C:2]1([C:12]2[CH:17]=[CH:16][CH:15]=[CH:14][CH:13]=2)[CH2:7][CH2:6][N:5]([CH2:8][CH2:9][C:10]#[N:11])[CH2:4][CH2:3]1.Cl.[OH-].[Na+].CCOCC>C1COCC1.C(Cl)Cl>[NH2:11][CH2:10][CH2:9][CH2:8][N:5]1[CH2:4][CH2:3][C:2]([OH:1])([C:12]2[CH:17]=[CH:16][CH:15]=[CH:14][CH:13]=2)[CH2:7][CH2:6]1 |f:2.3|. Reported procedure: To a solution of 3-(4-hydroxy-4-phenylpiperidin-1-yl)propionitrile (3.71 g, 16.1 mmol, 1.00 equiv) in THF (15 mL) at room temperature was added boranetetrahydrofuran complex (1.0 M in THF, 56.3 mL, 56.3 mmol, 3.50 equiv) dropwise. The mixture was stirred at reflux for 4.5 hours and then cooled to room temperature. Aqueous HCl (6 N, 85 mL) was added and the mixture was stirred at 50-70° C. for 2 hours. The mixture was basified to pH 9-10 by addition of 6 N aqueous NaOH and extracted with EtOAc (7...